Dataset: the Open Reaction Database (ORD), a public repository of structured organic reaction records. Task: describe an organic reaction: reactants, conditions, products, and yield Starting materials: ClC1=C(C(=NC2=CC=C(C=C12)C(C1CN(C1)C(=O)OC(C)(C)C)O)OC)CC1=CC=C(C=C1)C(F)(F)F (tert-butyl 3-((4-chloro-2-methoxy-3-(4-(trifluoromethyl)benzyl)quinolin-6-yl)(hydroxy)methyl)azetidine-1-carboxylate), Intermediate 13, O1CCOCC1 (1,4-dioxane). Reagents/catalysts: O=[Mn]=O (MnO2). Run in C1CCOC1 (THF). Run at temperature 85 celsius. The product is C(C)(C)(C)OC(=O)N1CC(C1)C(=O)C=1C=C2C(=C(C(=NC2=CC1)OC)CC1=CC=C(C=C1)C(F)(F)F)Cl (tert-Butyl-3-(4-chloro-2-methoxy-3-(4-(trifluoromethyl)benzyl)quinoline-6-carbonyl)azetidine-1-carboxylate). As a reaction SMILES: [Cl:1][C:2]1[C:11]2[C:6](=[CH:7][CH:8]=[C:9]([CH:12]([OH:24])[CH:13]3[CH2:16][N:15]([C:17]([O:19][C:20]([CH3:23])([CH3:22])[CH3:21])=[O:18])[CH2:14]3)[CH:10]=2)[N:5]=[C:4]([O:25][CH3:26])[C:3]=1[CH2:27][C:28]1[CH:33]=[CH:32][C:31]([C:34]([F:37])([F:36])[F:35])=[CH:30][CH:29]=1.O1CCOCC1>O=[Mn]=O.C1COCC1>[C:20]([O:19][C:17]([N:15]1[CH2:14][CH:13]([C:12]([C:9]2[CH:10]=[C:11]3[C:6](=[CH:7][CH:8]=2)[N:5]=[C:4]([O:25][CH3:26])[C:3]([CH2:27][C:28]2[CH:33]=[CH:32][C:31]([C:34]([F:37])([F:36])[F:35])=[CH:30][CH:29]=2)=[C:2]3[Cl:1])=[O:24])[CH2:16]1)=[O:18])([CH3:23])([CH3:21])[CH3:22]. Reported procedure: To a flask containing tert-butyl 3-((4-chloro-2-methoxy-3-(4-(trifluoromethyl)benzyl)quinolin-6-yl)(hydroxy)methyl)azetidine-1-carboxylate (4.75 g, 8.85 mmol, Intermediate 13: step a) was added 1,4-dioxane (200 mL) and THF (100 mL) to give a homogeneous solution. Activated MnO2 (5.0 g, 57.5 mmol) was then introduced and the mixture was heated to 85° C. After 3 hours the reaction mixture was filtered through Celite® while still warm and rinsed with additional THF and concentrated. Chromatography ...